This data is from the Open Reaction Database (ORD), a public repository of structured organic reaction records. The task is: describe an organic reaction: reactants, conditions, products, and yield Starting materials: COC1=C(C=CC=C1)S(=O)(=O)Cl (2-methoxybenzenesulfonyl chloride), C(C)(C)(C)N (tert-butylamine). Solvent: ClCCl (dichloromethane). Run at time 2 hour. The product is C(C)(C)(C)NS(=O)(=O)C1=C(C=CC=C1)OC (N-(tert-Butyl)-2-methoxybenzenesulfonamide). As a reaction SMILES: [CH3:1][O:2][C:3]1[CH:8]=[CH:7][CH:6]=[CH:5][C:4]=1[S:9](Cl)(=[O:11])=[O:10].[C:13]([NH2:17])([CH3:16])([CH3:15])[CH3:14]>ClCCl>[C:13]([NH:17][S:9]([C:4]1[CH:5]=[CH:6][CH:7]=[CH:8][C:3]=1[O:2][CH3:1])(=[O:11])=[O:10])([CH3:16])([CH3:15])[CH3:14]. Procedure details: A solution of 30.00 g (145.17 mmol) of 2-methoxybenzenesulfonyl chloride in 150 ml of dichloromethane is admixed dropwise at 5-10° C. with 22.30 g (304.87 mmol) of tert-butylamine. The mixture is then stirred at room temperature for 2 h. Following extraction with water, the organic phase is dried over sodium sulfate and evaporated to dryness. This gives 31.10 g (88% of theory) of N-(tert-butyl)-2-methoxybenzenesulfonamide.